From a dataset of the Open Reaction Database (ORD), a public repository of structured organic reaction records. describe an organic reaction: reactants, conditions, products, and yield The reactants are C(CCC)[Li] (n-butyllithium), CCOP(=O)(C(C)C1=CC=CC=C1)OCC (diethyl 1-phenylethyl phosphonate), C(C)(C)(C)OC(=O)N1C(OC[C@@H]1C=O)(C)C ((R)-4-formyl-2,2-dimethyl-oxazolidine-3-carboxylic acid tert-butyl ester). The solvent is COCCOC (1,2-dimethoxyethane), COCCOC (1,2-dimethoxyethane). Reaction conditions: temperature 0 celsius, time 5 minute. The product is C(C)(C)(C)OC(=O)N1C(OC[C@@H]1\C=C(/C)\C1=CC=CC=C1)(C)C ((S)-2,2-dimethyl-4-((E)-2-phenyl-propenyl)-oxazolidine-3-carboxylic acid tert-butyl ester). RXN SMILES: CCOP(OCC)([CH:6]([C:8]1[CH:13]=[CH:12][CH:11]=[CH:10][CH:9]=1)[CH3:7])=O.C([Li])CCC.[C:22]([O:26][C:27]([N:29]1[C@@H:33]([CH:34]=O)[CH2:32][O:31][C:30]1([CH3:37])[CH3:36])=[O:28])([CH3:25])([CH3:24])[CH3:23]>COCCOC>[C:22]([O:26][C:27]([N:29]1[C@@H:33](/[CH:34]=[C:6](/[C:8]2[CH:9]=[CH:10][CH:11]=[CH:12][CH:13]=2)\[CH3:7])[CH2:32][O:31][C:30]1([CH3:36])[CH3:37])=[O:28])([CH3:25])([CH3:23])[CH3:24]. Reported procedure: A solution of diethyl 1-phenylethyl phosphonate (2.35 ml) in 1,2-dimethoxyethane (15 ml) was cooled under an argon atmosphere to 0° C. and treated dropwise with an n-butyllithium solution (5.9 ml; 1.6 M in hexane). The reaction mixture was stirred for 5 min at 0° C., then treated dropwise with a solution of (R)-4-formyl-2,2-dimethyl-oxazolidine-3-carboxylic acid tert-butyl ester (1.5 g) in 1,2-dimethoxyethane (15 ml). The solution was warmed to r.t., then refluxed overnight. After cooling to r.t... Reactants: C(C)N(C=1C(=C(C(=O)OC)C=CC1)C)C1CCC(CC1)(C)O (methyl 3-(ethyl(4-hydroxy-4-methylcyclohexyl)amino)-2-methylbenzoate), [H-].[Na+] (sodium hydride), CI (methyl iodide). Run in C1CCOC1 (THF). Run at time 1 hour. Product: C(C)N(C=1C(=C(C(=O)OC)C=CC1)C)C1CCC(CC1)(C)OC (methyl 3-(ethyl(4-methoxy-4-methylcyclohexyl)amino)-2-methylbenzoate). Yield: 95.8%. As a reaction SMILES: [CH2:1]([N:3]([CH:15]1[CH2:20][CH2:19][C:18]([OH:22])([CH3:21])[CH2:17][CH2:16]1)[C:4]1[C:5]([CH3:14])=[C:6]([CH:11]=[CH:12][CH:13]=1)[C:7]([O:9][CH3:10])=[O:8])[CH3:2].[H-].[Na+].[CH3:25]I>C1COCC1>[CH2:1]([N:3]([CH:15]1[CH2:16][CH2:17][C:18]([O:22][CH3:25])([CH3:21])[CH2:19][CH2:20]1)[C:4]1[C:5]([CH3:14])=[C:6]([CH:11]=[CH:12][CH:13]=1)[C:7]([O:9][CH3:10])=[O:8])[CH3:2] |f:1.2|. Procedure details: To a cooled solution of methyl 3-(ethyl(4-hydroxy-4-methylcyclohexyl)amino)-2-methylbenzoate (300 mg, 0.98 mmol) in THF (5 ml), was added sodium hydride (235 mg, 5.89 mmol) portion-wise followed by methyl iodide (0.61 ml, 9.8 mmol). The mixture was stirred at room temperature for 1 h, cooled to 0° C. quenched with ice cold water and extracted with ethyl acetate. The combined organic layers were dried over Na2SO4 and concentrated under reduced pressure to give 300 mg of the crude title compound. Procedure: The compound was synthesized starting from 5-aminobenzimidazole (0.585 g, 4.4 mmol), 2-chloro benzaldehyde (0.448 mL, 4 mmol), TMSCN (0.5 mL, 4 mmol), PdC (10%, 0.02 g), TEA (1.15 mL, 8.25 mmol), di-(imidazol-1-yl)methanone (0.700 g, 4.32 mmol) as described in method 2. The reactants are NC1=CC2=C(N=CN2)C=C1 (5-aminobenzimidazole), PdC, TEA, ClC1=C(C=O)C=CC=C1 (2-chloro benzaldehyde), [Si](C)(C)(C)C#N (TMSCN), N1(C=NC=C1)C(=O)N1C=NC=C1 (di-(imidazol-1-yl)methanone). Reaction SMILES: [NH2:1][C:2]1[CH:10]=[CH:9][C:5]2[N:6]=[CH:7][NH:8][C:4]=2[CH:3]=1.[Cl:11][C:12]1[CH:19]=[CH:18][CH:17]=[CH:16][C:13]=1[CH:14]=O.[Si](C#N)(C)(C)C.[N:26]1([C:31](N2C=CN=C2)=[O:32])C=CN=[CH:27]1>>[NH:6]1[C:5]2[CH:9]=[CH:10][C:2]([N:1]3[CH:14]([C:13]4[CH:16]=[CH:17][CH:18]=[CH:19][C:12]=4[Cl:11])[CH2:27][NH:26][C:31]3=[O:32])=[CH:3][C:4]=2[N:8]=[CH:7]1. The product is N1C=NC2=C1C=CC(=C2)N2C(NCC2C2=C(C=CC=C2)Cl)=O (1-(1H-benzo[d]imidazol-5-yl)-5-(2-chlorophenyl)imidazolidin-2-one). Reactants: OCCC1=CC=C(C=C1)CC(C(=O)OCC)OC(C)C (ethyl 3-[4-(2-hydroxyethyl)phenyl]-2-isopropoxypropanoate), C1(=CC=CC=C1)N=C=O (phenylisocyanate). Product: C(C)(C)OC(C(=O)O)CC1=CC=C(C=C1)CCOC(NC1=CC=CC=C1)=O (2-Isopropoxy-3-{4-[2-(phenylcarbamoyloxy)ethyl]phenyl}propanoic acid). RXN SMILES: [OH:1][CH2:2][CH2:3][C:4]1[CH:9]=[CH:8][C:7]([CH2:10][CH:11]([O:17][CH:18]([CH3:20])[CH3:19])[C:12]([O:14]CC)=[O:13])=[CH:6][CH:5]=1.[C:21]1([N:27]=[C:28]=[O:29])[CH:26]=[CH:25][CH:24]=[CH:23][CH:22]=1>>[CH:18]([O:17][CH:11]([CH2:10][C:7]1[CH:6]=[CH:5][C:4]([CH2:3][CH2:2][O:1][C:28](=[O:29])[NH:27][C:21]2[CH:26]=[CH:25][CH:24]=[CH:23][CH:22]=2)=[CH:9][CH:8]=1)[C:12]([OH:14])=[O:13])([CH3:19])[CH3:20]. Procedure: Using ethyl 3-[4-(2-hydroxyethyl)phenyl]-2-isopropoxypropanoate and phenylisocyanate, the title compound was obtained in the same manner as described in Example 148. Reactants: CC(=O)OC(=O)C (Ac2O), C(=O)(C(F)(F)F)OC(=O)C(F)(F)F (TFAA). Yields the product FC(C(=O)OC(C)=O)(F)F (Acetyl trifluoroacetate). As a reaction SMILES: CC(OC(C)=O)=O.[C:8]([O:14][C:15]([C:17](F)(F)F)=[O:16])([C:10]([F:13])([F:12])[F:11])=[O:9]>>[F:11][C:10]([F:13])([F:12])[C:8]([O:14][C:15](=[O:16])[CH3:17])=[O:9]. Procedure: Acetyl trifluoroacetate was prepared by the method of Bourne in which equimolar amounts of Ac2O and TFAA are combined and heated to reflux for an hour, then fractionally distilled and the material boiling between 90-100° C. collected and characterized by IR and NMR: 1H NMR (CDCl3): δ 2.39 ppm; 13C NMR (CDCl3): δ 162.7,158.7 (q, JCF=44.7 Hz), 113.9 (q, JCF=286.3 Hz), 22.0 ppm; IR (CH2Cl2) VC═O=1854,1782; vC—O—C=1075 cm−1.